This data is from the Open Reaction Database (ORD), a public repository of structured organic reaction records. The task is: describe an organic reaction: reactants, conditions, products, and yield Starting materials: FC(C(=O)O)(F)F.NC[C@@H](C)NC=1C2=C(N=C(N1)SCC1=C(C(=CC=C1)F)F)NC(S2)=O (7-[[(1R)-2-amino-1-methylethyl]amino]-5-[[(2,3-difluorophenyl)methyl]thio]thiazolo[4,5-d]pyrimidin-2(3H)-one trifluoroacetate), CC(C)(C)[Si](OCC=O)(C)C ([[(1,1-dimethylethyl)dimethylsilyl]oxy]-acetaldehyde), Cl (hydrochloric acid), C(C)(=O)O[BH-](OC(C)=O)OC(C)=O.[Na+] (sodium triacetoxyborohydride). Run in C1CCOC1 (THF). Reaction conditions: time 1 hour. The product is FC(C(=O)O)(F)F.FC1=C(C=CC=C1F)CSC=1N=C(C2=C(N1)NC(S2)=O)N[C@@H](CNCCO)C (5-[[(2,3-difluorophenyl)methyl]thio]-7-[[(1R)-2-[(2-hydroxyethyl)amino]-1-methylethyl]amino]thiazolo[4,5-d]pyrimidin-2(3H)-one trifluoroacetate). Reaction SMILES: [F:1][C:2]([F:7])([F:6])[C:3]([OH:5])=[O:4].[NH2:8][CH2:9][C@H:10]([NH:12][C:13]1[C:14]2[S:31][C:30](=[O:32])[NH:29][C:15]=2[N:16]=[C:17]([S:19][CH2:20][C:21]2[CH:26]=[CH:25][CH:24]=[C:23]([F:27])[C:22]=2[F:28])[N:18]=1)[CH3:11].CC([Si](C)(C)[O:38][CH2:39][CH:40]=O)(C)C.C(O[BH-](OC(=O)C)OC(=O)C)(=O)C.[Na+].Cl>C1COCC1>[F:1][C:2]([F:7])([F:6])[C:3]([OH:5])=[O:4].[F:28][C:22]1[C:23]([F:27])=[CH:24][CH:25]=[CH:26][C:21]=1[CH2:20][S:19][C:17]1[N:18]=[C:13]([NH:12][C@H:10]([CH3:11])[CH2:9][NH:8][CH2:40][CH2:39][OH:38])[C:14]2[S:31][C:30](=[O:32])[NH:29][C:15]=2[N:16]=1 |f:0.1,3.4,7.8|. Procedure details: To a solution of the product from example 12 step f) (100 mg) in dry THF (5 ml) was added [[(1,1-dimethylethyl)dimethylsilyl]oxy]-acetaldehyde (49 mg) followed by sodium triacetoxyborohydride (61 mg) and the mixture stirred for 1 hour. The mixture was acidified with concentrated hydrochloric acid, stirred at room temp for 1 hour then evaporated to dryness. The product was purified (HPLC, Novapak® C18 column, 0.1% aqueous TFA:acetonitrile, gradient elution 75:25 to 5:95 over 15 minutes) to afford...